This data is from the Open Reaction Database (ORD), a public repository of structured organic reaction records. The task is: describe an organic reaction: reactants, conditions, products, and yield Starting materials: ClC1=CC=C2C(=CNC2=C1)C(=O)N1CCC2(CC1)OC(C1=C2C=CC(=C1)F)=O (1′-[(6-chloro-1H-indol-3-yl)carbonyl]-5-fluoro-3H-spiro[2-benzofuran-1,4′-piperidin]-3-one), [H-].[Na+] (NaH), FC1=NC=CC=C1 (2-fluoropyridine). Solvent: CN(C)C=O (DMF). Run at time 30 minute. Product: ClC1=CC=C2C(=CN(C2=C1)C1=NC=CC=C1)C(=O)N1CCC2(CC1)OC(C1=C2C=CC(=C1)F)=O (1′-[(6-Chloro-1-pyridin-2-yl-1H-indol-3-yl)carbonyl]-5-fluoro-3H-spiro[2-benzofuran-1,4′-piperidin]-3-one). Isolated yield 36.0%. As a reaction SMILES: [Cl:1][C:2]1[CH:10]=[C:9]2[C:5]([C:6]([C:11]([N:13]3[CH2:18][CH2:17][C:16]4([C:22]5[CH:23]=[CH:24][C:25]([F:27])=[CH:26][C:21]=5[C:20](=[O:28])[O:19]4)[CH2:15][CH2:14]3)=[O:12])=[CH:7][NH:8]2)=[CH:4][CH:3]=1.[H-].[Na+].F[C:32]1[CH:37]=[CH:36][CH:35]=[CH:34][N:33]=1>CN(C=O)C>[Cl:1][C:2]1[CH:10]=[C:9]2[C:5]([C:6]([C:11]([N:13]3[CH2:18][CH2:17][C:16]4([C:22]5[CH:23]=[CH:24][C:25]([F:27])=[CH:26][C:21]=5[C:20](=[O:28])[O:19]4)[CH2:15][CH2:14]3)=[O:12])=[CH:7][N:8]2[C:32]2[CH:37]=[CH:36][CH:35]=[CH:34][N:33]=2)=[CH:4][CH:3]=1 |f:1.2|. Reported procedure: To a solution of 1′-[(6-chloro-1H-indol-3-yl)carbonyl]-5-fluoro-3H-spiro[2-benzofuran-1,4′-piperidin]-3-one (prepared according to example 19) in dry DMF was added NaH (1 eq) and the reaction mixture stirred at room temperature for 30 min and then treated with 2-fluoropyridine (1.5 eq) and heated at 140° C. under microwave irradiation for 15 min. Purification by preparative HPLC gave the desired product in 36% yield. Reactants: ( 8 ), CC1=CC=C(C=C1)S(=O)(=O)OC[C@H]1COC2=C(O1)C=C(C=C2Cl)S(=O)(=O)C ([(2R)-5-chloro-7-(methylsulfonyl)-2,3-dihydro-1,4-benzodioxin-2-yl]methyl 4-methylbenzenesulfonate), ( 8 ), COCCN (2-methoxyethanamine), ( 18 ), ( 12 ). Solvent: C(C)#N (ACN). Yields the product ClC1=CC(=CC=2O[C@H](COC21)CNCCOC)S(=O)(=O)C (N-{[(2S)-5-CHLORO-7-(METHYLSULFONYL)-2,3-DIHYDRO-1,4-BENZODIOXIN-2-YL]METHYL}-2-METHOXYETHANAMINE). RXN SMILES: CC1C=CC(S(O[CH2:12][C@@H:13]2[O:18][C:17]3[CH:19]=[C:20]([S:24]([CH3:27])(=[O:26])=[O:25])[CH:21]=[C:22]([Cl:23])[C:16]=3[O:15][CH2:14]2)(=O)=O)=CC=1.[CH3:28][O:29][CH2:30][CH2:31][NH2:32]>C(#N)C>[Cl:23][C:22]1[C:16]2[O:15][CH2:14][C@H:13]([CH2:12][NH:32][CH2:31][CH2:30][O:29][CH3:28])[O:18][C:17]=2[CH:19]=[C:20]([S:24]([CH3:27])(=[O:25])=[O:26])[CH:21]=1. Reported procedure: Preparation according to Example 57 using [(2R)-5-chloro-7-(methylsulfonyl)-2,3-dihydro-1,4-benzodioxin-2-yl]methyl 4-methylbenzenesulfonate (0.027 g, 0.062 mmol), 2-methoxyethanamine (0.5 ml), ACN (3 ml). MS m/z (rel. intensity, 70 eV) 335 (M+, 1), 290 (18), 88 (bp), 70 (8), 58 (8), 56 (12). The reactants are CC(C)(C)OC(=O)CN(CCO)C(=O)c1ccc(C#N)cc1O, CCOC(=O)N=NC(=O)OCC, C1CCOC1, c1ccc(P(c2ccccc2)c2ccccc2)cc1. The product is CC(C)(C)OC(=O)CN1CCOc2cc(C#N)ccc2C1=O. As a reaction SMILES: [C:13](#[N:14])[c:15]1[cH:16][c:17]([OH:35])[c:18]([C:19](=[O:20])[N:21]([CH2:22][CH2:23][OH:24])[CH2:25][C:26](=[O:27])[O:28][C:29]([CH3:30])([CH3:31])[CH3:32])[cH:33][cH:34]1.[O:1]=[C:2]([O:3][CH2:4][CH3:5])[N:6]=[N:7][C:8]([O:9][CH2:10][CH3:11])=[O:12].[O:55]1[CH2:56][CH2:57][CH2:58][CH2:59]1.[c:36]1([P:37]([c:38]2[cH:39][cH:40][cH:41][cH:42][cH:43]2)[c:44]2[cH:45][cH:46][cH:47][cH:48][cH:49]2)[cH:50][cH:51][cH:52][cH:53][cH:54]1>>[C:13](#[N:14])[c:15]1[cH:16][c:17]2[c:18]([cH:33][cH:34]1)[C:19](=[O:20])[N:21]([CH2:25][C:26](=[O:27])[O:28][C:29]([CH3:30])([CH3:31])[CH3:32])[CH2:22][CH2:23][O:35]2. Starting materials: CC1=C(C=CC(=C1)[N+](=O)[O-])O (2-methyl-4-nitrophenol), CN(CCCl)C (2-dimethylaminoethyl chloride), C([O-])([O-])=O.[K+].[K+] (potassium carbonate). Run in C(C)#N (Acetonitrile). The product is CN(C)CCOC1=C(C=C(C=C1)[N+](=O)[O-])C (N,N-dimethyl-2-(2-methyl-4-nitrophenoxy)ethylamine). The yield is 20.5%. RXN SMILES: [CH3:1][C:2]1[CH:7]=[C:6]([N+:8]([O-:10])=[O:9])[CH:5]=[CH:4][C:3]=1[OH:11].[CH3:12][N:13]([CH3:17])[CH2:14][CH2:15]Cl.C(=O)([O-])[O-].[K+].[K+]>C(#N)C>[CH3:12][N:13]([CH2:14][CH2:15][O:11][C:3]1[CH:4]=[CH:5][C:6]([N+:8]([O-:10])=[O:9])=[CH:7][C:2]=1[CH3:1])[CH3:17] |f:2.3.4|. Reported procedure: Acetonitrile (30 mL) solution of 2 g of 2-methyl-4-nitrophenol, 1.87 g of 2-dimethylaminoethyl chloride and 5.4 g of potassium carbonate was stirred at 120° C. for 23 hours. The reaction liquid was concentrated under reduced pressure, and the residue was dissolved in ethyl acetate. The organic layer was washed with water, and dried with anhydrous sodium sulfate. The solvent was evaporated away under reduced pressure, and the crude product was purified through silica gel column chromatography (ch... Reactants: CC(OCC)=O (EA), OB1OC(C2=C1C=C(C=C2)C=O)(C)C (1-hydroxy-3,3-dimethyl-1,3-dihydrobenzo[c][1,2]oxaborole-6-carbaldehyde), NH4OAc, C[N+](=O)[O-] (CH3NO2). The solvent is CC(=O)O (AcOH), O (H2O). Conditions: temperature 100 celsius, time 3 hour. Product: CC1(C2=C(B(O1)O)C=C(C=C2)\C=C\[N+](=O)[O-])C ((E)-3,3-dimethyl-6-(2-nitrovinyl)benzo[c][1,2]oxaborol-1(3H)-ol). Isolated yield 53.0%. RXN SMILES: [OH:1][B:2]1[C:6]2[CH:7]=[C:8]([CH:11]=O)[CH:9]=[CH:10][C:5]=2[C:4]([CH3:14])([CH3:13])[O:3]1.[CH3:15][N+:16]([O-:18])=[O:17].CC(=O)OCC>CC(O)=O.O>[CH3:13][C:4]1([CH3:14])[O:3][B:2]([OH:1])[C:6]2[CH:7]=[C:8](/[CH:11]=[CH:15]/[N+:16]([O-:18])=[O:17])[CH:9]=[CH:10][C:5]1=2. Reported procedure: To a solution of 1-hydroxy-3,3-dimethyl-1,3-dihydrobenzo[c][1,2]oxaborole-6-carbaldehyde (1.14 g, 6 mmol) and NH4OAc (47 mg, 0.6 mmol) in AcOH (10 mL) at rt was added CH3NO2 (10 mL). The reaction mixture was stirred at 100° C. for 3 h and diluted with H2O. The mixture was extracted with EA and the organic layer was separated. The organic solution was washed with brine, dried over Na2SO4, filtered and concentrated under reduced pressure. The residue was purified by column chromatography on silica...